From a dataset of the Open Reaction Database (ORD), a public repository of structured organic reaction records. describe an organic reaction: reactants, conditions, products, and yield The reactants are O=C1CCC(=O)N1Br, ClCCl, O=C(O)C(CC1CCCC1)c1ccc(Cl)c(Cl)c1, Nc1nc2ccccc2o1, O, c1ccc(P(c2ccccc2)c2ccccc2)cc1, c1ccncc1. Product: O=C(Nc1nc2ccccc2o1)C(CC1CCCC1)c1ccc(Cl)c(Cl)c1. As a reaction SMILES: [Br:20][N:21]1[C:22](=[O:23])[CH2:24][CH2:25][C:26]1=[O:27].[CH2:62]([Cl:63])[Cl:64].[CH:28]1([CH2:33][CH:34]([C:35](=[O:36])[OH:37])[c:38]2[cH:39][c:40]([Cl:45])[c:41]([Cl:44])[cH:42][cH:43]2)[CH2:29][CH2:30][CH2:31][CH2:32]1.[NH2:46][c:47]1[o:48][c:49]2[c:50]([n:51]1)[cH:52][cH:53][cH:54][cH:55]2.[OH2:65].[c:1]1([P:2]([c:3]2[cH:4][cH:5][cH:6][cH:7][cH:8]2)[c:9]2[cH:10][cH:11][cH:12][cH:13][cH:14]2)[cH:15][cH:16][cH:17][cH:18][cH:19]1.[cH:56]1[cH:57][cH:58][n:59][cH:60][cH:61]1>>[CH:28]1([CH2:33][CH:34]([C:35](=[O:37])[NH:46][c:47]2[o:48][c:49]3[c:50]([n:51]2)[cH:52][cH:53][cH:54][cH:55]3)[c:38]2[cH:39][c:40]([Cl:45])[c:41]([Cl:44])[cH:42][cH:43]2)[CH2:29][CH2:30][CH2:31][CH2:32]1. The reactants are CC(C)(C)OC(=O)N1CCN(c2nc(Br)cn3cnnc23)CC1, O=C([O-])[O-], C1COCCO1, [Cs+], [Cs+], O, c1ccc(P(c2ccccc2)(c2ccccc2)[Pd](P(c2ccccc2)(c2ccccc2)c2ccccc2)(P(c2ccccc2)(c2ccccc2)c2ccccc2)P(c2ccccc2)(c2ccccc2)c2ccccc2)cc1, OB(O)c1ccsc1. The product is CC(C)(C)OC(=O)N1CCN(c2nc(-c3ccsc3)cn3cnnc23)CC1. RXN SMILES: [Br:1][c:2]1[n:3][c:4]([N:11]2[CH2:12][CH2:13][N:14]([C:17](=[O:18])[O:19][C:20]([CH3:21])([CH3:22])[CH3:23])[CH2:15][CH2:16]2)[c:5]2[n:6]([cH:7]1)[cH:8][n:9][n:10]2.[C:32](=[O:33])([O-:34])[O-:35].[CH2:38]1[O:39][CH2:40][CH2:41][O:42][CH2:43]1.[Cs+:36].[Cs+:37].[OH2:121].[cH:44]1[cH:45][cH:46][c:47]([P:48]([Pd:49]([P:50]([c:51]2[cH:52][cH:53][cH:54][cH:55][cH:56]2)([c:57]2[cH:58][cH:59][cH:60][cH:61][cH:62]2)[c:63]2[cH:64][cH:65][cH:66][cH:67][cH:68]2)([P:69]([c:70]2[cH:71][cH:72][cH:73][cH:74][cH:75]2)([c:76]2[cH:77][cH:78][cH:79][cH:80][cH:81]2)[c:82]2[cH:83][cH:84][cH:85][cH:86][cH:87]2)[P:88]([c:89]2[cH:90][cH:91][cH:92][cH:93][cH:94]2)([c:95]2[cH:96][cH:97][cH:98][cH:99][cH:100]2)[c:101]2[cH:102][cH:103][cH:104][cH:105][cH:106]2)([c:107]2[cH:108][cH:109][cH:110][cH:111][cH:112]2)[c:113]2[cH:114][cH:115][cH:116][cH:117][cH:118]2)[cH:119][cH:120]1.[s:24]1[cH:25][c:26]([B:29]([OH:30])[OH:31])[cH:27][cH:28]1>>[c:2]1(-[c:26]2[cH:25][s:24][cH:28][cH:27]2)[n:3][c:4]([N:11]2[CH2:12][CH2:13][N:14]([C:17](=[O:18])[O:19][C:20]([CH3:21])([CH3:22])[CH3:23])[CH2:15][CH2:16]2)[c:5]2[n:6]([cH:7]1)[cH:8][n:9][n:10]2. Reactants: N(=C=O)C1CCC(CC1)C(F)(F)F (1-isocyanato-4-(trifluoromethyl)cyclohexane), Cl.CN1CCN(CC1)C1=NC(=NC(=C1)C1=CC=C2CCNCC2=C1)N (4-(4-methylpiperazin-1-yl)-6-(1,2,3,4-tetrahydroisoquinolin-7-yl)pyrimidin-2-amine HCl salt). Product: NC1=NC(=CC(=N1)C1=CC=C2CCN(CC2=C1)C(=O)NC1CCC(CC1)C(F)(F)F)N1CCN(CC1)C (7-[2-Amino-6-(4-methylpiperazin-1-yl)pyrimidin-4-yl]-N-[4-(trifluoromethyl)cyclohexyl]-3,4-dihydroisoquinoline-2(1H)-carboxamide). Reaction SMILES: [N:1]([CH:4]1[CH2:9][CH2:8][CH:7]([C:10]([F:13])([F:12])[F:11])[CH2:6][CH2:5]1)=[C:2]=[O:3].Cl.[CH3:15][N:16]1[CH2:21][CH2:20][N:19]([C:22]2[CH:27]=[C:26]([C:28]3[CH:37]=[C:36]4[C:31]([CH2:32][CH2:33][NH:34][CH2:35]4)=[CH:30][CH:29]=3)[N:25]=[C:24]([NH2:38])[N:23]=2)[CH2:18][CH2:17]1>>[NH2:38][C:24]1[N:25]=[C:26]([C:28]2[CH:37]=[C:36]3[C:31]([CH2:32][CH2:33][N:34]([C:2]([NH:1][CH:4]4[CH2:5][CH2:6][CH:7]([C:10]([F:11])([F:12])[F:13])[CH2:8][CH2:9]4)=[O:3])[CH2:35]3)=[CH:30][CH:29]=2)[CH:27]=[C:22]([N:19]2[CH2:18][CH2:17][N:16]([CH3:15])[CH2:21][CH2:20]2)[N:23]=1 |f:1.2|. Procedure details: This compound was prepared by using procedures analogous to those described for the synthesis of Example 5 starting from 1-isocyanato-4-(trifluoromethyl)cyclohexane, and 4-(4-methylpiperazin-1-yl)-6-(1,2,3,4-tetrahydroisoquinolin-7-yl)pyrimidin-2-amine HCl salt. Analytic LCMS (M+H)+: m/z=518.2. Procedure: To a solution of 1.3 g of 2-fluoro-6-formyl-3-methoxy-5-[dimethyl-(1,1,2-trimethyl-propyl)-silanyloxy]-benzoic acid methyl ester in 4 ml of trifluoroacetic acid, cooled to 0° C., was added over 10 min a solution of 0.6 g of triethylsilane in 4 ml of dichloromethane. The solution was kept at 0° C. for 18 h and then evaporated in vacuo. The residue was taken up in ethyl acetate and the solution was successively washed with water, saturated sodium carbonate solution and brine, and dried over sodium... Run at time 18 hour. As a reaction SMILES: [CH3:1][O:2][C:3](=[O:25])[C:4]1[C:9]([CH:10]=O)=[C:8]([O:12][Si:13]([CH3:21])([CH3:20])[C:14]([CH3:19])([CH3:18])[CH:15]([CH3:17])[CH3:16])[CH:7]=[C:6]([O:22][CH3:23])[C:5]=1[F:24].C([SiH](CC)CC)C>FC(F)(F)C(O)=O.ClCCl>[CH3:1][O:2][C:3](=[O:25])[C:4]1[C:9]([CH3:10])=[C:8]([O:12][Si:13]([CH3:20])([CH3:21])[C:14]([CH3:19])([CH3:18])[CH:15]([CH3:16])[CH3:17])[CH:7]=[C:6]([O:22][CH3:23])[C:5]=1[F:24]. Run in FC(C(=O)O)(F)F (trifluoroacetic acid), ClCCl (dichloromethane). Starting materials: COC(C1=C(C(=CC(=C1C=O)O[Si](C(C(C)C)(C)C)(C)C)OC)F)=O (2-fluoro-6-formyl-3-methoxy-5-[dimethyl-(1,1,2-trimethyl-propyl)-silanyloxy]-benzoic acid methyl ester), C(C)[SiH](CC)CC (triethylsilane). The product is COC(C1=C(C(=CC(=C1C)O[Si](C(C(C)C)(C)C)(C)C)OC)F)=O (2-fluoro-3-methoxy-6-methyl-5-[dimethyl-(1,1,2-trimethyl-propyl)-silanyloxy]benzoic acid methyl ester). Isolated yield 87.9%. The reactants are Oc1cc(Cl)cc(Br)c1Cl, O=C([O-])[O-], CN1CCCC1=O, O=[N+]([O-])c1cccc(Cl)c1Cl, [K+], [K+], O. Yields the product O=[N+]([O-])c1cccc(Cl)c1Oc1cc(Cl)cc(Br)c1Cl. RXN SMILES: [Br:1][c:2]1[c:3]([Cl:10])[c:4]([OH:9])[cH:5][c:6]([Cl:8])[cH:7]1.[C:22](=[O:23])([O-:24])[O-:25].[CH3:28][N:29]1[CH2:30][CH2:31][CH2:32][C:33]1=[O:34].[Cl:11][c:12]1[c:13]([N+:19](=[O:20])[O-:21])[cH:14][cH:15][cH:16][c:17]1[Cl:18].[K+:26].[K+:27].[OH2:35]>>[Br:1][c:2]1[c:3]([Cl:10])[c:4]([O:9][c:12]2[c:13]([N+:19](=[O:20])[O-:21])[cH:14][cH:15][cH:16][c:17]2[Cl:18])[cH:5][c:6]([Cl:8])[cH:7]1. Starting materials: N1N=CN=C1 (1H-1,2,4-triazole), C1(CC1)C(C=1C=C2CNC(NC2=CC1)=O)O (6-(cyclopropylhydroxymethyl)-3,4-dihydro-2(1H)-quinazolinone), S(=O)(Cl)Cl (thionyl chloride). Solvent: O1CCOCC1 (1,4-dioxane), O1CCOCC1 (1,4-dioxane). Product: C1(CC1)C(C=1C=C2CNC(NC2=CC1)=O)N1N=CN=C1 (6-[cyclopropyl(1H-1,2-4-triazol-1-yl)methyl]-3,4-dihydro-2(1H)-quinazolinone). Yield: 1.7%. RXN SMILES: [NH:1]1[CH:5]=[N:4][CH:3]=[N:2]1.S(Cl)(Cl)=O.[CH:10]1([CH:13](O)[C:14]2[CH:15]=[C:16]3[C:21](=[CH:22][CH:23]=2)[NH:20][C:19](=[O:24])[NH:18][CH2:17]3)[CH2:12][CH2:11]1>O1CCOCC1>[CH:10]1([CH:13]([N:1]2[CH:5]=[N:4][CH:3]=[N:2]2)[C:14]2[CH:15]=[C:16]3[C:21](=[CH:22][CH:23]=2)[NH:20][C:19](=[O:24])[NH:18][CH2:17]3)[CH2:11][CH2:12]1. Reported procedure: To a stirred and cooled (15° C.) solution of 2.5 parts of 1H-1,2,4-triazole in 70 parts of 1,4-dioxane was added dropwise 1 part of thionyl chloride under nitrogen atmosphere. After stirring for 10 minutes at 20° C., a solution of 2 parts of 6-(cyclopropylhydroxymethyl)-3,4-dihydro-2(1H)-quinazolinone in 80 parts of 1,4-dioxane was added portionwise to the previous mixture at 20°-25° C. After stirring overnight at room temperature, the precipitated product was filtered off, washed with 1,4-dioxa...